Dataset: the Open Reaction Database (ORD), a public repository of structured organic reaction records. Task: describe an organic reaction: reactants, conditions, products, and yield Starting materials: CN=C=O (methyl isocyanate), NCCSCCSCC (1-amino-3,6-dithiaoctane). Solvent: C(C)(=O)OCC (ethyl acetate), C(C)OC(C)=O (ethylacetate). Yields the product C(CSCCSCC)NC(=O)NC (N-(3,6-dithiaoctyl)-N'-methyl urea). RXN SMILES: [CH3:1][N:2]=[C:3]=[O:4].[NH2:5][CH2:6][CH2:7][S:8][CH2:9][CH2:10][S:11][CH2:12][CH3:13]>C(OCC)(=O)C>[CH2:6]([NH:5][C:3]([NH:2][CH3:1])=[O:4])[CH2:7][S:8][CH2:9][CH2:10][S:11][CH2:12][CH3:13]. Procedure details: 6 g of methyl isocyanate in 15 ml of ethyl acetate were added dropwise at room temperature to a solution of 16.5 g of 1-amino-3,6-dithiaoctane in 40 ml of ethylacetate. The urea precipitated was recrystallised twice from methanol/water. The reactants are CCO, COc1cc2nccc(Cl)c2cc1OC, [K+], [OH-], O, Sc1ccccc1. Yields the product COc1cc2nccc(Sc3ccccc3)c2cc1OC. Reaction SMILES: [CH3:25][CH2:26][OH:27].[Cl:1][c:2]1[cH:3][cH:4][n:5][c:6]2[cH:7][c:8]([O:14][CH3:15])[c:9]([O:12][CH3:13])[cH:10][c:11]12.[K+:17].[OH-:16].[OH2:28].[SH:18][c:19]1[cH:20][cH:21][cH:22][cH:23][cH:24]1>>[c:2]1([S:18][c:19]2[cH:20][cH:21][cH:22][cH:23][cH:24]2)[cH:3][cH:4][n:5][c:6]2[cH:7][c:8]([O:14][CH3:15])[c:9]([O:12][CH3:13])[cH:10][c:11]12. Procedure details: 180 g (3 mols) of urea are suspended in 500 ml of dry xylene. This is heated to an internal temperature of from 130° to 135° C. and a mixture of 303 g (3 mols) of dipropylamine and 250 ml of xylene is slowly introduced. When the reaction temperature has been reached, more dipropylamine mixture is added, with stirring. When all of the amine solution has been added, the reaction mixture is concentrated to half its volume. It is then left to cool to room temperature and the crystallized reaction pr... Yields the product C(CC)N(C(=O)N)CCC (N,N-dipropyl-urea). Run in C=1(C(=CC=CC1)C)C (xylene), C=1(C(=CC=CC1)C)C (xylene). The reactants are C(CC)NCCC (dipropylamine), NC(=O)N (urea), amine, C(CC)NCCC (dipropylamine). Reaction SMILES: [NH2:1][C:2](N)=[O:3].[CH2:5]([NH:8][CH2:9][CH2:10][CH3:11])[CH2:6][CH3:7]>C1(C)C(C)=CC=CC=1>[CH2:5]([N:8]([CH2:9][CH2:10][CH3:11])[C:2]([NH2:1])=[O:3])[CH2:6][CH3:7].